Task: describe an organic reaction: reactants, conditions, products, and yield. Dataset: the Open Reaction Database (ORD), a public repository of structured organic reaction records Reactants: ClC1=CC=C(CBr)C=C1 (4-chlorobenzylbromide), C(C)OC(COC1=C(C=C(C=C1)Br)\C=C/1\C(NC(S1)=O)=O)=O (4-bromo-2-[2,4-dioxothiazolidin-(5Z)-ylidenemethyl]phenoxyacetic acid ethyl ester). The product is BrC1=CC(=C(OCC(=O)O)C=C1)CC1C(N(C(S1)=O)CC1=CC=C(C=C1)Cl)=O (4-Bromo-2-[3-(4-chlorobenzyl)-2,4-dioxothiazolidin-5-ylmethyl]phenoxyacetic acid). Reaction SMILES: [Cl:1][C:2]1[CH:9]=[CH:8][C:5]([CH2:6]Br)=[CH:4][CH:3]=1.C([O:12][C:13](=[O:31])[CH2:14][O:15][C:16]1[CH:21]=[CH:20][C:19]([Br:22])=[CH:18][C:17]=1/[CH:23]=[C:24]1/[C:25](=[O:30])[NH:26][C:27](=[O:29])[S:28]/1)C>>[Br:22][C:19]1[CH:20]=[CH:21][C:16]([O:15][CH2:14][C:13]([OH:31])=[O:12])=[C:17]([CH2:23][CH:24]2[S:28][C:27](=[O:29])[N:26]([CH2:6][C:5]3[CH:8]=[CH:9][C:2]([Cl:1])=[CH:3][CH:4]=3)[C:25]2=[O:30])[CH:18]=1. Reported procedure: Prepared from 4-chlorobenzylbromide and 4-bromo-2-[2,4-dioxothiazolidin-(5Z)-ylidenemethyl]phenoxyacetic acid ethyl ester according to GP13, GP14 and GP16 to give 50.4 mg (21% overall yield) of the title compound: LC/MS (an10p8): Rt 2.6 min, m/z 482 [M−H]−. 1H NMR (DMSO-d6): δ 3.05 (dd, J=13.8, 9.7 Hz, 1H), 3.57 (dd, J=13.8, 4.9 Hz, 1H), 5.11 (dd, J=9.7, 4.9 Hz, 1H), 4.67 (s, 2H), 4.75 (s, 2H), 6.91 (d, J=8.7, 1H), 7.25-7.28 (m, 2H), 7.37-7.42 (m, 4H), 13.15 (br. s, 1H). Reaction SMILES: [C:6](#[N:7])[C:8]1([OH:20])[CH2:9][CH:10]2[CH2:11][CH2:12][CH:13]([CH2:14]1)[N:15]2[CH2:16][CH:17]([F:18])[F:19].[Na+:21].[Na+:22].[O-:23][C:24](=[O:25])[O-:26].[P:1]([Cl:2])([Cl:3])([Cl:4])=[O:5].[cH:27]1[cH:28][cH:29][n:30][cH:31][cH:32]1>>[C:6](#[N:7])[C:8]1=[CH:14][CH:13]2[CH2:12][CH2:11][CH:10]([CH2:9]1)[N:15]2[CH2:16][CH:17]([F:18])[F:19]. The reactants are N#CC1(O)CC2CCC(C1)N2CC(F)F, [Na+], [Na+], O=C([O-])[O-], O=P(Cl)(Cl)Cl, c1ccncc1. The product is N#CC1=CC2CCC(C1)N2CC(F)F.